Dataset: the Open Reaction Database (ORD), a public repository of structured organic reaction records. Task: describe an organic reaction: reactants, conditions, products, and yield The reactants are Cc1cc(-c2ccc(C(F)(F)F)cc2)cc(=O)[nH]1, O=P(Br)(Br)Br. Product: Cc1cc(-c2ccc(C(F)(F)F)cc2)cc(Br)n1. Reaction SMILES: [CH3:1][c:2]1[cH:3][c:4](-[c:9]2[cH:10][cH:11][c:12]([C:15]([F:16])([F:17])[F:18])[cH:13][cH:14]2)[cH:5][c:6](=[O:8])[nH:7]1.[P:19]([Br:20])([Br:21])([Br:22])=[O:23]>>[CH3:1][c:2]1[cH:3][c:4](-[c:9]2[cH:10][cH:11][c:12]([C:15]([F:16])([F:17])[F:18])[cH:13][cH:14]2)[cH:5][c:6]([Br:21])[n:7]1. Starting materials: ClC1=NC=CC(=C1)C=1N(N=CC1)C1=CC=C(C=C1)F (2-Chloro-4-[2-(4-fluoro-phenyl)-2H-pyrazol-3-yl]-pyridine), C1(CCCCC1)P(C1=C(C=CC=C1)C1=CC=CC=C1)C1CCCCC1 (2-(dicyclohexylphosphino)biphenyl), Cl (HCl), [Li+].C[Si](C)(C)[N-][Si](C)(C)C (LiHMDS). Reagents/catalysts: C=1C=CC(=CC1)/C=C/C(=O)/C=C/C2=CC=CC=C2.C=1C=CC(=CC1)/C=C/C(=O)/C=C/C2=CC=CC=C2.C=1C=CC(=CC1)/C=C/C(=O)/C=C/C2=CC=CC=C2.[Pd].[Pd] (Tris(dibenzylideneacetone)dipalladium). Solvent: C1CCOC1 (THF), O (water), C1CCOC1 (THF). Conditions: temperature 65 celsius, time 10 minute. Product: FC1=CC=C(C=C1)N1N=CC=C1C1=CC(=NC=C1)N (4-[2-(4-Fluoro-phenyl)-2H-pyrazol-3-yl]-pyridin-2-ylamine). Yield: 55.3%. As a reaction SMILES: Cl[C:2]1[CH:7]=[C:6]([C:8]2[N:9]([C:13]3[CH:18]=[CH:17][C:16]([F:19])=[CH:15][CH:14]=3)[N:10]=[CH:11][CH:12]=2)[CH:5]=[CH:4][N:3]=1.C1(P(C2CCCCC2)C2C=CC=CC=2C2C=CC=CC=2)CCCCC1.[Li+].C[Si]([N-:50][Si](C)(C)C)(C)C.Cl>C1COCC1.C1C=CC(/C=C/C(/C=C/C2C=CC=CC=2)=O)=CC=1.C1C=CC(/C=C/C(/C=C/C2C=CC=CC=2)=O)=CC=1.C1C=CC(/C=C/C(/C=C/C2C=CC=CC=2)=O)=CC=1.[Pd].[Pd].O>[F:19][C:16]1[CH:17]=[CH:18][C:13]([N:9]2[C:8]([C:6]3[CH:5]=[CH:4][N:3]=[C:2]([NH2:50])[CH:7]=3)=[CH:12][CH:11]=[N:10]2)=[CH:14][CH:15]=1 |f:2.3,6.7.8.9.10|. Reported procedure: A 10 mL vial is charged with 2-Chloro-4-[2-(4-fluoro-phenyl)-2H-pyrazol-3-yl]-pyridine (160 mg, 0.59 mmol), Tris(dibenzylideneacetone)dipalladium (54 mg, 0.058 mmol) and 2-(dicyclohexylphosphino)biphenyl (53.3 mg, 0.15 mmol) in dry THF (3 mL) and Argon is bubbled through the mixture for 5 min. Additional THF (1 mL) and LiHMDS (1M in toluene, 1.14 mL, 1.5 mmol) are added and the reaction mixture is heated at 65° C. for 14 hours. Then 5 mL of 3.0 M HCl solution is added and the mixture is stirred ... Reactants: COC(C1=C(C=CC(=C1)C#N)C)=O (5-Cyano-2-methyl-benzoic acid methyl ester), S(O)(O)(=O)=O (sulfuric acid), O (water). Conditions: temperature 150 celsius, time 4 hour. Yields the product CC1=C(C=C(C(=O)O)C=C1)C(=O)O (4-methyl-isophthalic acid). As a reaction SMILES: C[O:2][C:3](=[O:13])[C:4]1[CH:9]=[C:8]([C:10]#N)[CH:7]=[CH:6][C:5]=1[CH3:12].S(=O)(=O)(O)[OH:15].[OH2:19]>>[CH3:12][C:5]1[CH:6]=[CH:7][C:8]([C:10]([OH:15])=[O:19])=[CH:9][C:4]=1[C:3]([OH:2])=[O:13]. Procedure: 5-Cyano-2-methyl-benzoic acid methyl ester (1.09 g, 6.22 mmol) was suspended in a mixture of water (25 mL) and concentrated sulfuric acid (10 mL). The yellow solution was stirred at 150° C. for 4 hours to give a pale yellow slurry. The reaction mixture was cooled to room temperature and the precipitate was isolated via suction filtration, washed with water (2×10 mL) and dried in vacuo to yield 4-methyl-isophthalic acid as a tan solid. The diacid was then suspended in MeOH (25 mL) and concentrate... Procedure: To a solution of 0.2 mol of 3-hydroxybenzaldehyde in 100 ml of methanol, is added a solution of 0.4 mol of 4-hydroxypiperidine in 80 ml of methanol at about 20° C. To the mixture thus obtained 0.2 mol of sodium borohydride is added portionwise and under stirring, at the temperature of 20°-25° C. within about 90 minutes, then the reaction mixture is stirred 4 hours at room temperature and the solvent is evaporated under reduced pressure to dryness. The residue is taken up with ice and acidified w... Reaction SMILES: [OH:1][C:2]1[CH:3]=[C:4]([CH:7]=[CH:8][CH:9]=1)[CH:5]=O.[OH:10][CH:11]1[CH2:16][CH2:15][NH:14][CH2:13][CH2:12]1.[BH4-].[Na+]>CO>[OH:10][CH:11]1[CH2:16][CH2:15][N:14]([CH2:5][C:4]2[CH:3]=[C:2]([OH:1])[CH:9]=[CH:8][CH:7]=2)[CH2:13][CH2:12]1 |f:2.3|. Product: OC1CCN(CC1)CC=1C=C(C=CC1)O (3-(4-hydroxypiperidinomethyl)phenol). The solvent is CO (methanol), CO (methanol). Starting materials: [BH4-].[Na+] (sodium borohydride), OC=1C=C(C=O)C=CC1 (3-hydroxybenzaldehyde), OC1CCNCC1 (4-hydroxypiperidine). Conditions: time 90 minute. Yield: 66.8%.